Task: describe an organic reaction: reactants, conditions, products, and yield. Dataset: the Open Reaction Database (ORD), a public repository of structured organic reaction records Reactants: C1CCOC1, [Li]CCCC, CC(C)NC(C)C, c1cncc(Cc2cccnc2)c1, O=C(c1cccnc1)c1ccncn1. Yields the product OC(c1cccnc1)(c1ccncn1)C(c1cccnc1)c1cccnc1. As a reaction SMILES: [CH2:40]1[O:41][CH2:42][CH2:43][CH2:44]1.[CH2:8]([Li:9])[CH2:10][CH2:11][CH3:12].[CH:1]([NH:2][CH:3]([CH3:4])[CH3:5])([CH3:6])[CH3:7].[n:13]1[cH:14][c:15]([CH2:19][c:20]2[cH:21][n:22][cH:23][cH:24][cH:25]2)[cH:16][cH:17][cH:18]1.[n:26]1[cH:27][c:28]([C:32](=[O:33])[c:34]2[n:35][cH:36][n:37][cH:38][cH:39]2)[cH:29][cH:30][cH:31]1>>[n:13]1[cH:14][c:15]([CH:19]([c:20]2[cH:21][n:22][cH:23][cH:24][cH:25]2)[C:32]([c:28]2[cH:27][n:26][cH:31][cH:30][cH:29]2)([OH:33])[c:34]2[n:35][cH:36][n:37][cH:38][cH:39]2)[cH:16][cH:17][cH:18]1. The reactants are IC1=CC=C(OC2CCC(CC2)C(=O)N2CCN(CC2)C2CCC2)C=C1 ([4-(4-iodo-phenoxy)-cyclohexyl]-(4-cyclobutyl-piperazin-1-yl)-methanone), N1C(CCCC1)=O (2-piperidone), C([O-])([O-])=O.[K+].[K+] (potassium carbonate). Reagents/catalysts: [Cu] (copper). Solvent: CCOC(=O)C (AcOEt). The product is C1(CCC1)N1CCN(CC1)C(=O)[C@@H]1CC[C@H](CC1)OC1=CC=C(C=C1)N1C(CCC1)=O (trans-1-{4-[4-(4-Cyclobutyl-piperazine-1-carbonyl)-cyclohexyloxy]-phenyl}-pyrrolidin-2-one). Isolated yield 34.1%. Reaction SMILES: I[C:2]1[CH:26]=[CH:25][C:5]([O:6][CH:7]2[CH2:12][CH2:11][CH:10]([C:13]([N:15]3[CH2:20][CH2:19][N:18]([CH:21]4[CH2:24][CH2:23][CH2:22]4)[CH2:17][CH2:16]3)=[O:14])[CH2:9][CH2:8]2)=[CH:4][CH:3]=1.[NH:27]1[CH2:32][CH2:31][CH2:30]C[C:28]1=[O:33].C(=O)([O-])[O-].[K+].[K+]>CCOC(C)=O.[Cu]>[CH:21]1([N:18]2[CH2:19][CH2:20][N:15]([C:13]([C@H:10]3[CH2:11][CH2:12][C@H:7]([O:6][C:5]4[CH:25]=[CH:26][C:2]([N:27]5[CH2:32][CH2:31][CH2:30][C:28]5=[O:33])=[CH:3][CH:4]=4)[CH2:8][CH2:9]3)=[O:14])[CH2:16][CH2:17]2)[CH2:24][CH2:23][CH2:22]1 |f:2.3.4|. Reported procedure: To a mixture of 0.87 g (3.27 mmol) of cis-(4-cyclobutyl-piperazin-1-yl)-(4-hydroxy-cyclohexyl)-methanone, 0.80 g (3.64 mmol) of 4-iodephenol, 1.05 g (4.00 mmol) of triphenylphisphine in 20 ml THF, 0.92 g (4.00 mmol) of di-tert-butyl azodicarboxylate was added at 0° C., and stirred for 12 h at room temperature. After evaporation, the residue was purified by column chromatography on silica gel eluting with cyclohexane and ethyl acetate=from 100:0 to 2:1. The combined product fractions were evapora... Reactants: ClCC(=O)N1CCN(CC1)C1=CC=C(NC2=NC=CC(=N2)C2=CN=C(N2C(C)C)C)C=C1 (2-{4-[4-(Chloroacetyl)piperazin-1-yl]anilino}-4-(1-isopropyl-2-methyl-1H-imidazol-5-yl)pyrimidine), N1CCC1 (azetidine). Run in CCOC(=O)C (EtOAc). Yields the product Cl.N1(CCC1)CC(=O)N1CCN(CC1)C1=CC=C(NC2=NC=CC(=N2)C2=CN=C(N2C(C)C)C)C=C1 (2-{4-[4-(Azetidin-1-ylacetyl)piperazin-1-yl]anilino}-4-(1-isopropyl-2-methyl-1H-imidazol-5-yl)pyrimidine hydrochloride). Reaction SMILES: [Cl:1][CH2:2][C:3]([N:5]1[CH2:10][CH2:9][N:8]([C:11]2[CH:32]=[CH:31][C:14]([NH:15][C:16]3[N:21]=[C:20]([C:22]4[N:26]([CH:27]([CH3:29])[CH3:28])[C:25]([CH3:30])=[N:24][CH:23]=4)[CH:19]=[CH:18][N:17]=3)=[CH:13][CH:12]=2)[CH2:7][CH2:6]1)=[O:4].[NH:33]1[CH2:36][CH2:35][CH2:34]1>CCOC(C)=O>[ClH:1].[N:33]1([CH2:2][C:3]([N:5]2[CH2:10][CH2:9][N:8]([C:11]3[CH:32]=[CH:31][C:14]([NH:15][C:16]4[N:21]=[C:20]([C:22]5[N:26]([CH:27]([CH3:29])[CH3:28])[C:25]([CH3:30])=[N:24][CH:23]=5)[CH:19]=[CH:18][N:17]=4)=[CH:13][CH:12]=3)[CH2:7][CH2:6]2)=[O:4])[CH2:36][CH2:35][CH2:34]1 |f:3.4|. Procedure details: 2-{4-[4-(Chloroacetyl)piperazin-1-yl]anilino}-4-(1-isopropyl-2-methyl-1H-imidazol-5-yl)pyrimidine (Example 24; 0.34 g, 0.75 mmol) and azetidine (2 ml) was stirred for 24 hours at ambient temperature. The solution was diluted with EtOAc (20 ml), washed with aqueous saturated sodium bicarbonate solution (10 ml) and aqueous saturated sodium chloride solution (10 ml), then dried and evaporated at reduced pressure. The residue was purified by chromatography on a 40 g silica column, eluted with a 3% M... The reactants are CCOCC(=NNc1ccc(C(F)(F)F)cc1)C(=O)O, CCN=C=NCCCN(C)C, ClC(Cl)Cl, Cl, NCc1ccc(Cl)nc1. Product: CCOCC(=NNc1ccc(C(F)(F)F)cc1)C(=O)NCc1ccc(Cl)nc1. As a reaction SMILES: [CH2:1]([CH3:2])[O:3][CH2:4][C:5]([C:6](=[O:7])[OH:8])=[N:9][NH:10][c:11]1[cH:12][cH:13][c:14]([C:17]([F:18])([F:19])[F:20])[cH:15][cH:16]1.[CH3:31][N:32]([CH3:33])[CH2:34][CH2:35][CH2:36][N:37]=[C:38]=[N:39][CH2:40][CH3:41].[CH:42]([Cl:43])([Cl:44])[Cl:45].[ClH:30].[NH2:21][CH2:22][c:23]1[cH:24][cH:25][c:26]([Cl:29])[n:27][cH:28]1>>[CH2:1]([CH3:2])[O:3][CH2:4][C:5]([C:6](=[O:8])[NH:21][CH2:22][c:23]1[cH:24][cH:25][c:26]([Cl:29])[n:27][cH:28]1)=[N:9][NH:10][c:11]1[cH:12][cH:13][c:14]([C:17]([F:18])([F:19])[F:20])[cH:15][cH:16]1.